describe an organic reaction: reactants, conditions, products, and yield From a dataset of the Open Reaction Database (ORD), a public repository of structured organic reaction records. The reactants are ClC=1C=CC=2N(N1)C(=NN2)CC=2C=C1C=CC=NC1=CC2 (6-(6-chloro-[1,2,4]triazolo[4,3-b]pyridazin-3-ylmethyl)-quinoline), FC=1C=C(C=CC1F)O (3,4-difluorophenol), C(=O)([O-])[O-].[Cs+].[Cs+] (Cs2CO3). Solvent: CS(=O)C (dimethylsulfoxide). Product: FC=1C=C(OC=2C=CC=3N(N2)C(=NN3)CC=3C=C2C=CC=NC2=CC3)C=CC1F (6-[6-(3,4-Difluoro-phenoxy)-[1,2,4]triazolo[4,3-b]pyridazin-3-ylmethyl]-quinoline). Isolated yield 34.5%. As a reaction SMILES: Cl[C:2]1[CH:3]=[CH:4][C:5]2[N:6]([C:8]([CH2:11][C:12]3[CH:13]=[C:14]4[C:19](=[CH:20][CH:21]=3)[N:18]=[CH:17][CH:16]=[CH:15]4)=[N:9][N:10]=2)[N:7]=1.[F:22][C:23]1[CH:24]=[C:25]([OH:30])[CH:26]=[CH:27][C:28]=1[F:29].C([O-])([O-])=O.[Cs+].[Cs+]>CS(C)=O>[F:22][C:23]1[CH:24]=[C:25]([CH:26]=[CH:27][C:28]=1[F:29])[O:30][C:2]1[CH:3]=[CH:4][C:5]2[N:6]([C:8]([CH2:11][C:12]3[CH:13]=[C:14]4[C:19](=[CH:20][CH:21]=3)[N:18]=[CH:17][CH:16]=[CH:15]4)=[N:9][N:10]=2)[N:7]=1 |f:2.3.4|. Reported procedure: A solution of 6-(6-chloro-[1,2,4]triazolo[4,3-b]pyridazin-3-ylmethyl)-quinoline (60 mg, 0.203 mmol, 1.0 equiv.), 3,4-difluorophenol (0.223 mmol, 1.1 equiv.), Cs2CO3 (86 mg, 0.264 mmol, 1.3 equiv) and dimethylsulfoxide (1 mL) were mixed in a microwave tube and capped. The microwave tube was reacted in a microwave reactor (Personel Chemistry, Emrys Optimizer) at 70° C. for 10 minutes. The solvent was removed by rotary evaporation and the crude product purified via flash column chromatography (SiO2... The reactants are C[Si](C)(C)Cl (trimethylsilyl chloride), [BH4-].[Li+] (lithium borohydride), N[C@H](C(=O)O)CC(C)(C)C ((S)-2-amino-4,4-dimethyl-pentanoic acid). The solvent is O1CCCC1 (tetrahydrofuran). Reaction conditions: time 24 hour. Yields the product N[C@H](CO)CC(C)(C)C ((S)-2-amino-4,4-dimethyl-pentan-1-ol). Yield: 84.2%. As a reaction SMILES: [BH4-].[Li+].C[Si](Cl)(C)C.[NH2:8][C@@H:9]([CH2:13][C:14]([CH3:17])([CH3:16])[CH3:15])[C:10](O)=[O:11]>O1CCCC1>[NH2:8][C@@H:9]([CH2:13][C:14]([CH3:17])([CH3:16])[CH3:15])[CH2:10][OH:11] |f:0.1|. Reported procedure: To a stirred suspension of lithium borohydride (0.75 g, 34.4 mmol, 2.0 equiv.) in tetrahydrofuran (60 mL) was added trimethylsilyl chloride (7.48 g, 68.85 mmol, 4.0 equiv.) slowly over a period of 5 minutes at 0° C. under argon. To the reaction mixture was added (S)-2-amino-4,4-dimethyl-pentanoic acid (available from Chem-Impex International, Inc., Wood Dale, Ill., USA; 2.50 g, 17.2 mmol, 1.0 equiv.) in portions over a span of 10 minutes at the same temperature and the reaction was allowed to st... Reactants: O=C1CCC(O1)C(=O)Cl (5-oxotetrahydro-2-furancarbonyl chloride), NC1=C(C(=O)OC(C)(C)C)C(=CC(=N1)C1=C(C=CC=C1)O)C1=CC(=CC=C1)N (tert-butyl 2-amino-4-(3-aminophenyl)-6-(2-hydroxyphenyl)nicotinate), NC1=C(C(=O)OC(C)(C)C)C(=CC(=N1)C1=C(C=CC=C1)O)C1=CC(=CC=C1)N (tert-butyl 2-amino-4-(3-aminophenyl)-6-(2-hydroxyphenyl)nicotinate), N1=CC=CC=C1 (pyridine). Solvent: C1CCOC1 (THF), C1CCOC1 (THF). Reaction conditions: time 1 hour. Yields the product NC1=C(C(=O)OC(C)(C)C)C(=CC(=N1)C1=C(C=CC=C1)O)C1=CC(=CC=C1)NC(=O)C1OC(CC1)=O (tert-butyl 2-amino-6-(2-hydroxyphenyl)-4-(3-{[(5-oxotetrahydro-2-furanyl)carbonyl]amino}-phenyl)-nicotinate). Yield: 83.4%. As a reaction SMILES: [NH2:1][C:2]1[N:14]=[C:13]([C:15]2[CH:20]=[CH:19][CH:18]=[CH:17][C:16]=2[OH:21])[CH:12]=[C:11]([C:22]2[CH:27]=[CH:26][CH:25]=[C:24]([NH2:28])[CH:23]=2)[C:3]=1[C:4]([O:6][C:7]([CH3:10])([CH3:9])[CH3:8])=[O:5].N1C=CC=CC=1.[O:35]=[C:36]1[O:40][CH:39]([C:41](Cl)=[O:42])[CH2:38][CH2:37]1>C1COCC1>[NH2:1][C:2]1[N:14]=[C:13]([C:15]2[CH:20]=[CH:19][CH:18]=[CH:17][C:16]=2[OH:21])[CH:12]=[C:11]([C:22]2[CH:27]=[CH:26][CH:25]=[C:24]([NH:28][C:41]([CH:39]3[CH2:38][CH2:37][C:36](=[O:35])[O:40]3)=[O:42])[CH:23]=2)[C:3]=1[C:4]([O:6][C:7]([CH3:10])([CH3:9])[CH3:8])=[O:5]. Procedure details: To a cold (0° C.) solution of tert-butyl 2-amino-4-(3-aminophenyl)-6-(2-hydroxyphenyl)nicotinate (starting compound 6, 0.626 g, 1.659 mmol) in THF (7 mL) including pyridine (0.148 mL, 1.824 mmol) was added a solution of 5-oxotetrahydro-2-furancarbonyl chloride (0.271 g, 1.824 mmol) in THF (3 mL). After 1 hr., the mixture was allowed to warm to room temperature and the stirring was continued for 2 hrs. The mixture was partitioned between ethyl acetate and water. The separated organic phase was wa...